This data is from the Open Reaction Database (ORD), a public repository of structured organic reaction records. The task is: describe an organic reaction: reactants, conditions, products, and yield Reactants: CCOC(=O)/N=N/C(=O)OCC (Diethylazodicarboxylate), C1(CCCC1)O (Cyclopentanol), C1(=CC=CC=C1)P(C1=CC=CC=C1)C1=CC=CC=C1 (triphenylphosphine), COC(CC1=CC(=C(C=C1)O)OC)=O ((4-hydroxy-3-methyoxy-phenyl)-acetic acid methyl ester). Run in O1CCCC1 (tetrahydrofuran). Conditions: time 44 hour. Yields the product COC(CC1=CC(=C(C=C1)OC1CCCC1)OC)=O ((4-cyclopentyloxy-3-methoxy-phenyl)-acetic acid methyl ester). Isolated yield 66.1%. Reaction SMILES: [CH:1]1([OH:6])[CH2:5][CH2:4][CH2:3][CH2:2]1.C1(P(C2C=CC=CC=2)C2C=CC=CC=2)C=CC=CC=1.[CH3:26][O:27][C:28](=[O:39])[CH2:29][C:30]1[CH:35]=[CH:34][C:33](O)=[C:32]([O:37][CH3:38])[CH:31]=1.CCOC(/N=N/C(OCC)=O)=O>O1CCCC1>[CH3:26][O:27][C:28](=[O:39])[CH2:29][C:30]1[CH:35]=[CH:34][C:33]([O:6][CH:1]2[CH2:5][CH2:4][CH2:3][CH2:2]2)=[C:32]([O:37][CH3:38])[CH:31]=1. Reported procedure: Cyclopentanol (7.7 ml, 85 mmol) and triphenylphosphine (28 g, 107 mmol) were added to a solution of (4-hydroxy-3-methyoxy-phenyl)-acetic acid methyl ester (14 g, 71 mmol) in tetrahydrofuran (280 ml) under nitrogen at 0° C. Diethylazodicarboxylate (15.7 ml, 100 mmol) was then added dropwise and the reaction was allowed to warm to room temperature and stirred for 44 hours. The solvent was removed under reduced pressure, pentane (200 ml) was added and the suspension was filtered. The filtrate was c... Reactants: CO, COC(=O)C(Cc1ccc2nc(-c3c(Cl)cccc3Cl)ccc2c1)NC(=O)C1CCCCN1S(=O)(=O)c1ccc(C)cc1, Cl, [Na+], [OH-], O. Yields the product Cc1ccc(S(=O)(=O)N2CCCCC2C(=O)NC(Cc2ccc3nc(-c4c(Cl)cccc4Cl)ccc3c2)C(=O)O)cc1. As a reaction SMILES: [CH3:48][OH:49].[Cl:1][c:2]1[c:3](-[c:9]2[n:10][c:11]3[cH:12][cH:13][c:14]([CH2:19][CH:20]([C:21](=[O:22])[O:23][CH3:24])[NH:25][C:26](=[O:27])[CH:28]4[N:29]([S:34](=[O:35])(=[O:36])[c:37]5[cH:38][cH:39][c:40]([CH3:43])[cH:41][cH:42]5)[CH2:30][CH2:31][CH2:32][CH2:33]4)[cH:15][c:16]3[cH:17][cH:18]2)[c:4]([Cl:8])[cH:5][cH:6][cH:7]1.[ClH:47].[Na+:45].[OH-:44].[OH2:46]>>[Cl:1][c:2]1[c:3](-[c:9]2[n:10][c:11]3[cH:12][cH:13][c:14]([CH2:19][CH:20]([C:21](=[O:22])[OH:23])[NH:25][C:26](=[O:27])[CH:28]4[N:29]([S:34](=[O:35])(=[O:36])[c:37]5[cH:38][cH:39][c:40]([CH3:43])[cH:41][cH:42]5)[CH2:30][CH2:31][CH2:32][CH2:33]4)[cH:15][c:16]3[cH:17][cH:18]2)[c:4]([Cl:8])[cH:5][cH:6][cH:7]1. The reactants are [OH-].[Na+] (NaOH), FC1=CC=C(C=C1)C1(CCCCC1)CO ((1-(4-fluorophenyl)cyclohexyl)methanol), BrCC(=O)OC(C)(C)C (tert-butyl bromoacetate). The reagents and catalysts are S(=O)(=O)(O)[O-].C(CCC)[N+](CCCC)(CCCC)CCCC (tetrabutylammonium hydrogen sulfate). Solvent: C1(=CC=CC=C1)C (toluene). Reaction conditions: temperature 0 celsius, time 30 minute. The product is FC1=CC=C(C=C1)C1(CCCCC1)COCC(=O)OC(C)(C)C (tert-butyl 2-((1-(4-fluorophenyl)cyclohexyl)methoxy)acetate). Yield: 59.5%. As a reaction SMILES: [F:1][C:2]1[CH:7]=[CH:6][C:5]([C:8]2([CH2:14][OH:15])[CH2:13][CH2:12][CH2:11][CH2:10][CH2:9]2)=[CH:4][CH:3]=1.[OH-].[Na+].Br[CH2:19][C:20]([O:22][C:23]([CH3:26])([CH3:25])[CH3:24])=[O:21]>C1(C)C=CC=CC=1.S([O-])(O)(=O)=O.C([N+](CCCC)(CCCC)CCCC)CCC>[F:1][C:2]1[CH:3]=[CH:4][C:5]([C:8]2([CH2:14][O:15][CH2:19][C:20]([O:22][C:23]([CH3:26])([CH3:25])[CH3:24])=[O:21])[CH2:13][CH2:12][CH2:11][CH2:10][CH2:9]2)=[CH:6][CH:7]=1 |f:1.2,5.6|. Procedure details: A solution of (1-(4-fluorophenyl)cyclohexyl)methanol (108 mg, 521 μmol) in toluene was cooled to 0° C. and treated with a 50% aq. NaOH solution (500 μL) followed by tetrabutylammonium hydrogen sulfate (44 mg, 130 μmol). The mixture was stirred at 0° C. for 30 min and tert-butyl bromoacetate (152 mg, 781 μmol) was added. The ice bath was removed, and stirring was continued at room temperature for 2 h. The reaction mixture was diluted with EtOAc and water. The organic layer was separated, washed w... The reactants are Cl.ClCCN (2-Chloroethylaminehydrochloride), CCCCCC.C(C)(=O)OCC (hexane ethyl acetate). Reaction SMILES: Cl.[Cl:2][CH2:3][CH2:4][NH2:5].[CH3:6][CH2:7][CH2:8][CH2:9][CH2:10][CH3:11].[C:12]([O:15]CC)(=[O:14])C>C(OCC)C.CCCCCC>[Cl:2][CH2:3][CH2:4][NH:5][C:12](=[O:14])[O:15][C:8]1[CH:7]=[CH:6][CH:11]=[CH:10][CH:9]=1 |f:0.1,2.3,4.5|. The solvent is C(C)OCC.CCCCCC (diethyl ether hexane). Isolated yield 61.0%. Procedure: 2-Chloroethylaminehydrochloride (5.8 g, 50 mmol) was used for reaction in the same manner as Production Example 310-1, purification was performed by silica gel column chromatography (hexane/ethyl acetate system), the obtained crystals were suspended in diethyl ether/hexane, and the crystals were filtered out, washed with hexane and dried by aspiration to obtain the title compound (6.088 g, 30.49 mmol, 60.99%) as colorless crystals. The product is ClCCNC(OC1=CC=CC=C1)=O (Phenyl N-(2-chloroethyl)carbamate). Starting materials: ClC1=CC(=C(C=C1)C1=CC(=C(C=C1)C1CC1)C=C1C(C(OC1(C)C)(C)C)=O)F (4-[1-(4′-chloro-4-cyclopropyl-2′-fluorobiphenyl-3-yl)methylidene]-2,2,5,5-tetramethyldihydrofuran-3-one), [OH-].[Li+] (lithium hydroxide). Reagents/catalysts: OO (hydrogen peroxide). The solvent is CO (methanol). Reaction conditions: time 2 hour. Product: ClC1=CC(=C(C=C1)C1=CC(=C(C=C1)C1CC1)C1OC12C(OC(C2=O)(C)C)(C)C)F (2-(4′-chloro-4-cyclopropyl-2′-fluorobiphenyl-3-yl)-4,4,6,6-tetramethyl-1,5-dioxa-spiro[2.4]heptan-7-one). Yield: 438.7%. As a reaction SMILES: [Cl:1][C:2]1[CH:7]=[CH:6][C:5]([C:8]2[CH:13]=[CH:12][C:11]([CH:14]3[CH2:16][CH2:15]3)=[C:10]([CH:17]=[C:18]3[C:22]([CH3:24])([CH3:23])[O:21][C:20]([CH3:26])([CH3:25])[C:19]3=[O:27])[CH:9]=2)=[C:4]([F:28])[CH:3]=1.[OH-:29].[Li+]>CO.OO>[Cl:1][C:2]1[CH:7]=[CH:6][C:5]([C:8]2[CH:13]=[CH:12][C:11]([CH:14]3[CH2:16][CH2:15]3)=[C:10]([CH:17]3[C:18]4([C:19](=[O:27])[C:20]([CH3:26])([CH3:25])[O:21][C:22]4([CH3:23])[CH3:24])[O:29]3)[CH:9]=2)=[C:4]([F:28])[CH:3]=1 |f:1.2|. Procedure: To a solution of 4-[1-(4′-chloro-4-cyclopropyl-2′-fluorobiphenyl-3-yl)methylidene]-2,2,5,5-tetramethyldihydrofuran-3-one (19.80 g, 0.050 mol) in methanol (830 ml) at 35° C. is added 50% aqueous hydrogen peroxide (5.00 ml, 0.075 mmol), followed immediately by 2M lithium hydroxide (5.00 ml, 0.01 mol) solution. The mixture is stirred at this temperature for a further 2 hours, then allowed to cool to room temperature. Then reaction mixture is quenched with 10% sodium metabisulfite (negative KI-starc... Reactants: CC(=O)OC(C)=O, CN(C)c1ccncc1, N#CC1(c2cccc(C(=O)Nc3cc(Oc4ccc5nc(NC(=O)C6CC6)sc5n4)ccc3F)c2Cl)CC1, O, c1ccncc1. Yields the product CC(=O)N(C(=O)c1cccc(C2(C#N)CC2)c1Cl)c1cc(Oc2ccc3nc(NC(=O)C4CC4)sc3n2)ccc1F. RXN SMILES: [CH3:39][C:40](=[O:41])[O:42][C:43](=[O:44])[CH3:45].[CH3:53][N:54]([CH3:55])[c:56]1[cH:57][cH:58][n:59][cH:60][cH:61]1.[Cl:1][c:2]1[c:3]([C:4](=[O:5])[NH:6][c:7]2[c:8]([F:29])[cH:9][cH:10][c:11]([O:13][c:14]3[cH:15][cH:16][c:17]4[c:18]([n:19]3)[s:20][c:21]([NH:23][C:24](=[O:25])[CH:26]3[CH2:27][CH2:28]3)[n:22]4)[cH:12]2)[cH:30][cH:31][cH:32][c:33]1[C:34]1([C:37]#[N:38])[CH2:35][CH2:36]1.[OH2:46].[cH:47]1[cH:48][cH:49][n:50][cH:51][cH:52]1>>[Cl:1][c:2]1[c:3]([C:4](=[O:5])[N:6]([c:7]2[c:8]([F:29])[cH:9][cH:10][c:11]([O:13][c:14]3[cH:15][cH:16][c:17]4[c:18]([n:19]3)[s:20][c:21]([NH:23][C:24](=[O:25])[CH:26]3[CH2:27][CH2:28]3)[n:22]4)[cH:12]2)[C:40]([CH3:39])=[O:41])[cH:30][cH:31][cH:32][c:33]1[C:34]1([C:37]#[N:38])[CH2:35][CH2:36]1. Reactants: BrCC(=O)Br (2-bromoacetyl bromide), C(C)NCC (diethylamine), COC1=CC(=CC=C1)N (m-anisidine), C(C)(C)(C)C1=CC=C(C=C1)S(=O)(=O)Cl (4-tert-butyl-benzenesulfonyl chloride). Product: C(C)(C)(C)C1=CC=C(C=C1)S(=O)(=O)N(CC(=O)N(CC)CC)C1=CC(=CC=C1)OC (2-[(4-tert-Butyl-benzenesulfonyl)-(3-methoxy-phenyl)-amino]-N,N-diethyl-acetamide). RXN SMILES: Br[CH2:2][C:3](Br)=[O:4].[CH2:6]([NH:8][CH2:9][CH3:10])[CH3:7].[CH3:11][O:12][C:13]1[CH:18]=[CH:17][CH:16]=[C:15]([NH2:19])[CH:14]=1.[C:20]([C:24]1[CH:29]=[CH:28][C:27]([S:30](Cl)(=[O:32])=[O:31])=[CH:26][CH:25]=1)([CH3:23])([CH3:22])[CH3:21]>>[C:20]([C:24]1[CH:29]=[CH:28][C:27]([S:30]([N:19]([C:15]2[CH:16]=[CH:17][CH:18]=[C:13]([O:12][CH3:11])[CH:14]=2)[CH2:2][C:3]([N:8]([CH2:9][CH3:10])[CH2:6][CH3:7])=[O:4])(=[O:32])=[O:31])=[CH:26][CH:25]=1)([CH3:23])([CH3:21])[CH3:22]. Procedure: prepared by reaction of 2-bromoacetyl bromide with diethylamine, m-anisidine and 4-tert-butyl-benzenesulfonyl chloride